From a dataset of the Open Reaction Database (ORD), a public repository of structured organic reaction records. describe an organic reaction: reactants, conditions, products, and yield Yield: 82.8%. The product is CC(C)(OC(=O)N1CCN(CC1)C1=CC=C(C=C1)C(=O)NC1=C(C=C(OCC(=O)O)C=C1)C)C (2-(4-(4-(4-(1,1-dimethylethoxycarbonyl)piperazin-1-yl)phenylcarbonylamino)-3-methylphenoxy)acetic acid). Procedure: To a 100 mL round bottomed flask with a stirring bar and an argon inlet was added ethyl 2-(4-(4-(4-(1,1-dimethylethoxycarbonyl)piperazin-1-yl)phenylcarbonylamino)-3-methylphenoxy)acetate (1.22 g, 2.45 mmol) and 20 mL of CH3OH. To this solution was added aqueous NaOH (10 mL of a 1N solution). The mixture was stirred at ambient temperature for 18 h. The mixture was neutralized with 10 mL of 1N HCl and diluted with H2O. The product was collected on a frit and washed with a little H2O. This material... Reaction SMILES: [CH3:1][C:2]([CH3:36])([O:4][C:5]([N:7]1[CH2:12][CH2:11][N:10]([C:13]2[CH:18]=[CH:17][C:16]([C:19]([NH:21][C:22]3[CH:34]=[CH:33][C:25]([O:26][CH2:27][C:28]([O:30]CC)=[O:29])=[CH:24][C:23]=3[CH3:35])=[O:20])=[CH:15][CH:14]=2)[CH2:9][CH2:8]1)=[O:6])[CH3:3].CO.[OH-].[Na+].Cl>O>[CH3:3][C:2]([CH3:36])([O:4][C:5]([N:7]1[CH2:12][CH2:11][N:10]([C:13]2[CH:14]=[CH:15][C:16]([C:19]([NH:21][C:22]3[CH:34]=[CH:33][C:25]([O:26][CH2:27][C:28]([OH:30])=[O:29])=[CH:24][C:23]=3[CH3:35])=[O:20])=[CH:17][CH:18]=2)[CH2:9][CH2:8]1)=[O:6])[CH3:1] |f:2.3|. The solvent is O (H2O). Run at time 18 hour. Starting materials: Cl (HCl), CC(C)(OC(=O)N1CCN(CC1)C1=CC=C(C=C1)C(=O)NC1=C(C=C(OCC(=O)OCC)C=C1)C)C (ethyl 2-(4-(4-(4-(1,1-dimethylethoxycarbonyl)piperazin-1-yl)phenylcarbonylamino)-3-methylphenoxy)acetate), CO (CH3OH), [OH-].[Na+] (NaOH), solution. The reactants are OC1=CC2=C(C(C(O2)=CC2=CC=3OCOC3C=C2)=O)C=C1 (6-hydroxy-2-piperonylidene 3(2H)-benzofuranone), C([O-])([O-])=O.[K+].[K+] (potassium carbonate), CN(C=O)C (dimethylformamide), BrC(C)C (2-bromopropane). The solvent is C(C)(=O)OCC (ethyl acetate), O (water), CCCCCC (hexane). Reaction conditions: time 2 hour. The product is C(C)(C)OC1=CC2=C(C(C(O2)=CC2=CC=3OCOC3C=C2)=O)C=C1 (6-isopropyloxy-2-piperonylidene-3(2H)-benzofuranone). Yield: 90.4%. As a reaction SMILES: [OH:1][C:2]1[CH:21]=[CH:20][C:5]2[C:6](=[O:19])[C:7](=[CH:9][C:10]3[CH:18]=[CH:17][C:16]4[O:15][CH2:14][O:13][C:12]=4[CH:11]=3)[O:8][C:4]=2[CH:3]=1.C(=O)([O-])[O-].[K+].[K+].CN(C)C=O.Br[CH:34]([CH3:36])[CH3:35]>C(OCC)(=O)C.CCCCCC.O>[CH:34]([O:1][C:2]1[CH:21]=[CH:20][C:5]2[C:6](=[O:19])[C:7](=[CH:9][C:10]3[CH:18]=[CH:17][C:16]4[O:15][CH2:14][O:13][C:12]=4[CH:11]=3)[O:8][C:4]=2[CH:3]=1)([CH3:36])[CH3:35] |f:1.2.3|. Procedure details: To a solution of 6-hydroxy-2-piperonylidene 3(2H)-benzofuranone 0.5 g, potassium carbonate 0.58 g and dimethylformamide 5 ml, 2-bromopropane 0.306 g was added. After the mixture was refluxed for 2.5 hours, water 50 ml was added. The resulting compound was extracted with ethyl acetate 50 ml twice. The ethyl acetate solution was washed with a saturated sodium chloride solution 50 ml twice, dehydrated with anhydrous magnesium sulfate and concentrated under reduced pressure. The crude extract was fr... The reactants are ClC1=CC=CC=C1 (chlorobenzene), ClC=1C=C(C=CC1)CC(=O)O (3-chlorophenylacetic acid), CN(C=O)C (dimethylformamide), S(=O)(Cl)Cl (thionyl chloride), [Cl-].[Al+3].[Cl-].[Cl-] (aluminum chloride). The solvent is C(C)O (ethanol), O (Water). Conditions: temperature 15 celsius, time 6 hour. Product: ClC=1C=C(C=CC1)CC(=O)C1=CC=C(C=C1)Cl (2-(3-Chlorophenyl)-1-(4-chlorophenyl)ethanone). Isolated yield 83.6%. RXN SMILES: [Cl:1][C:2]1[CH:7]=[CH:6][CH:5]=[CH:4][CH:3]=1.[Cl:8][C:9]1[CH:10]=[C:11]([CH2:15][C:16]([OH:18])=O)[CH:12]=[CH:13][CH:14]=1.CN(C)C=O.S(Cl)(Cl)=O.[Cl-].[Al+3].[Cl-].[Cl-]>C(O)C.O>[Cl:8][C:9]1[CH:10]=[C:11]([CH2:15][C:16]([C:5]2[CH:6]=[CH:7][C:2]([Cl:1])=[CH:3][CH:4]=2)=[O:18])[CH:12]=[CH:13][CH:14]=1 |f:4.5.6.7|. Procedure details: To a mixture of chlorobenzene (170 L, 1684 mol), 3-chlorophenylacetic acid (50 Kg, 293 mol), and dimethylformamide (0.7 L, 9 mol) at 0° C. was added thionyl chloride (39.1 Kg, 329 mol) over the course of 30 min. The mixture was warmed to 15° C. and agitated for 6 h. The mixture was cooled to 0° C. and aluminum chloride (43 Kg, 322 mol) was added over the course of 1.5 h. The mixture was warmed to 20° C. and agitated for 15 h. Water (200 L) and ethanol (200 L) were added to the mixture and the bi... The reactants are C(C)(C)(C)OC(NC1CN(C1)S(=O)(=O)C1=CC2=C(N(C(=N2)C(C)(C)C)CC2CCC(CC2)(F)F)C=C1)=O (tert-butyl[1-({2-tert-butyl-1-[(4,4-difluorocyclohexyl)methyl]-1H-benzimidazol-5-yl}sulfonyl)azetidin-3-yl]carbamate), C(=O)(C(F)(F)F)O (TFA), C21H30F2N4O2S. The solvent is C(Cl)Cl (CH2Cl2). Yields the product C(C)(C)(C)C1=NC2=C(N1CC1CCC(CC1)(F)F)C=CC(=C2)S(=O)(=O)N2CC(C2)N (1-({2-tert-Butyl-1-[(4,4-difluorocyclohexyl)methyl]-1H-benzimidazol-5-yl}sulfonyl)azetidin-3-amine). RXN SMILES: C(OC(=O)[NH:7][CH:8]1[CH2:11][N:10]([S:12]([C:15]2[CH:36]=[CH:35][C:18]3[N:19]([CH2:26][CH:27]4[CH2:32][CH2:31][C:30]([F:34])([F:33])[CH2:29][CH2:28]4)[C:20]([C:22]([CH3:25])([CH3:24])[CH3:23])=[N:21][C:17]=3[CH:16]=2)(=[O:14])=[O:13])[CH2:9]1)(C)(C)C.C(O)(C(F)(F)F)=O>C(Cl)Cl>[C:22]([C:20]1[N:19]([CH2:26][CH:27]2[CH2:32][CH2:31][C:30]([F:33])([F:34])[CH2:29][CH2:28]2)[C:18]2[CH:35]=[CH:36][C:15]([S:12]([N:10]3[CH2:9][CH:8]([NH2:7])[CH2:11]3)(=[O:14])=[O:13])=[CH:16][C:17]=2[N:21]=1)([CH3:25])([CH3:23])[CH3:24]. Procedure details: Following the same procedure in Example 37, Step A, using tert-butyl[1-({2-tert-butyl-1-[(4,4-difluorocyclohexyl)methyl]-1H-benzimidazol-5-yl}sulfonyl)azetidin-3-yl]carbamate (0.34 g, 0.63 mmol) and TFA (5 mL) in CH2Cl2 (10 mL). Yield: 0.26 g (93%). 1H NMR (400 MHz, METHANOL-D4) δ 1.47-1.57 (m, 2 H), 1.61 (s, 9 H), 1.63-1.84 (m, 4 H), 1.98-2.13 (m, 2 H), 2.16-2.32 (m, 1 H), 3.79-3.90 (m, 3 H), 3.97-4.08 (m, 2 H), 4.45 (d, J=7.42 Hz, 2 H), 7.75-7.84 (m, 1 H), 7.86-7.92 (m, 1 H), 8.14 (d, J=1.37 H... Reactants: ClC1=NC=CC(=C1)OCCOC (2-chloro-4-(2-methoxyethoxy)pyridine), O1CCCC1 (tetrahydrofuran), C[Si](C)(C)[N-][Si](C)(C)C.[Li+] (lithium bis(trimethylsilyl)amide). The reagents and catalysts are C=1C=CC(=CC1)/C=C/C(=O)/C=C/C2=CC=CC=C2.C=1C=CC(=CC1)/C=C/C(=O)/C=C/C2=CC=CC=C2.C=1C=CC(=CC1)/C=C/C(=O)/C=C/C2=CC=CC=C2.[Pd].[Pd] (Pd2dba3), CC(C)C1=CC(=C(C(=C1)C(C)C)C2=C(C=CC=C2)P(C3CCCCC3)C4CCCCC4)C(C)C (XPHOS). The solvent is Cl (hydrochloric acid). Run at temperature 60 celsius. The product is COCCOC1=CC(=NC=C1)N (4-(2-methoxyethoxy)pyridin-2-amine). Isolated yield 77.9%. RXN SMILES: Cl[C:2]1[CH:7]=[C:6]([O:8][CH2:9][CH2:10][O:11][CH3:12])[CH:5]=[CH:4][N:3]=1.O1CCCC1.C[Si]([N-:22][Si](C)(C)C)(C)C.[Li+]>Cl.C1C=CC(/C=C/C(/C=C/C2C=CC=CC=2)=O)=CC=1.C1C=CC(/C=C/C(/C=C/C2C=CC=CC=2)=O)=CC=1.C1C=CC(/C=C/C(/C=C/C2C=CC=CC=2)=O)=CC=1.[Pd].[Pd].CC(C1C=C(C(C)C)C(C2C=CC=CC=2P(C2CCCCC2)C2CCCCC2)=C(C(C)C)C=1)C>[CH3:12][O:11][CH2:10][CH2:9][O:8][C:6]1[CH:5]=[CH:4][N:3]=[C:2]([NH2:22])[CH:7]=1 |f:2.3,5.6.7.8.9|. Procedure details: A steady stream of nitrogen was passed through a mixture of 2-chloro-4-(2-methoxyethoxy)pyridine (50.1 g, 267 mmol), Pd2dba3 (4.89 g, 5.34 mmol), XPHOS (5.09 g, 10.7 mmol) and tetrahydrofuran (445 ml) for 10 minutes. To the resulting degassed mixture was added lithium bis(trimethylsilyl)amide (561 ml, 561 mmol). After addition, the resulting mixture was heated to 60° C. for 18 hours. The reaction was cooled to ambient temperature and diluted with 1 N hydrochloric acid (200 mL). The resulting sol... Reactants: BrCc1ccccc1, CC(C)=O, [K+], [K+], O=C([O-])[O-], CC(=O)c1ccccc1O. Yields the product CC(=O)c1ccccc1OCc1ccccc1. Reaction SMILES: [CH2:11]([c:12]1[cH:13][cH:14][cH:15][cH:16][cH:17]1)[Br:18].[CH3:25][C:26](=[O:27])[CH3:28].[K+:19].[K+:20].[O-:21][C:22]([O-:23])=[O:24].[OH:1][c:2]1[c:3]([C:8]([CH3:9])=[O:10])[cH:4][cH:5][cH:6][cH:7]1>>[O:1]([c:2]1[c:3]([C:8]([CH3:9])=[O:10])[cH:4][cH:5][cH:6][cH:7]1)[CH2:11][c:12]1[cH:13][cH:14][cH:15][cH:16][cH:17]1. The reactants are NC=1C(=NC(=CC1)C1=C(C=CC(=C1)C(C)C)OC)N[C@H](CO)C(C)C ((S)-2-(3-Amino-6-(5-isopropyl-2-methoxyphenyl)pyridin-2-ylamino)-3-methylbutan-1-ol), C(C)(C)C=1C=CC(=C(C1)C1=CC=C(C(=N1)N[C@H](CO)C(C)C)[N+](=O)[O-])OC ((S)-2-(6-(5-isopropyl-2-methoxyphenyl)-3-nitropyridin-2-ylamino)-3-methylbutan-1-ol). The reagents and catalysts are [Pd] (palladium on carbon). The solvent is C(C)O (ethanol). Reaction conditions: time 18 hour. Yields the product OC[C@H](C(C)C)N1C(NC=2C1=NC(=CC2)C2=C(C=CC(=C2)C(C)C)OC)=O ((S)-3-(1-HYDROXY-3-METHYLBUTAN-2-YL)-5-(5-ISOPROPYL-2-METHOXYPHENYL)-1H-IMIDAZO[4,5-B]PYRIDIN-2(3H)-ONE). Isolated yield 99.0%. As a reaction SMILES: [NH2:1][C:2]1[C:3]([NH:19][C@@H:20]([CH:23]([CH3:25])[CH3:24])[CH2:21][OH:22])=[N:4][C:5]([C:8]2[CH:13]=[C:12]([CH:14]([CH3:16])[CH3:15])[CH:11]=[CH:10][C:9]=2[O:17][CH3:18])=[CH:6][CH:7]=1.C(C1C=CC(OC)=C(C2N=C(N[C@@H](C(C)C)[CH2:43][OH:44])C([N+]([O-])=O)=CC=2)C=1)(C)C>C(O)C.[Pd]>[OH:22][CH2:21][C@@H:20]([N:19]1[C:3]2=[N:4][C:5]([C:8]3[CH:13]=[C:12]([CH:14]([CH3:16])[CH3:15])[CH:11]=[CH:10][C:9]=3[O:17][CH3:18])=[CH:6][CH:7]=[C:2]2[NH:1][C:43]1=[O:44])[CH:23]([CH3:25])[CH3:24]. Procedure details: (S)-2-(3-Amino-6-(5-isopropyl-2-methoxyphenyl)pyridin-2-ylamino)-3-methylbutan-1-ol. A solution of (S)-2-(6-(5-isopropyl-2-methoxyphenyl)-3-nitropyridin-2-ylamino)-3-methylbutan-1-ol (0.33 g, 0.88 mmol) in ethanol (30 mL) was purged with nitrogen for several min. Following addition of palladium on carbon (0.038 g, 0.35 mmol), the flask was evacuated and a hydrogen filled balloon was placed on the reaction. After stirring at room temperature for 18 h, the reaction was filtered and the solvent rem...